From a dataset of the Open Reaction Database (ORD), a public repository of structured organic reaction records. describe an organic reaction: reactants, conditions, products, and yield Reactants: COC1=C(C=C(C=C1)C1CC(=NO1)C1=CC(=C(C(=C1)OC)OC)OC)O (2-Methoxy-5-[3-(3,4,5-trimethoxy-phenyl)-4,5-dihydro-isoxazol-5-yl]phenol), C([O-])([O-])=O.[K+].[K+] (potassium carbonate), BrCCCCCOC1=C(C=C(C=C1)C1NC2=CC=CC=C2C(N1)=O)OC (2-[4-(5-Bromo-pentyloxy)-3-methoxy-phenyl]-2,3-dihydro-1H-quinazolin-4-one), ice. Run in CN(C)C=O (DMF), C(C)(=O)OCC.CCCCCC (ethyl acetate hexane). Reaction conditions: temperature 30 celsius, time 30 hour. The product is COC=1C=C(C=CC1OCCCCCOC1=C(C=CC(=C1)C1CC(=NO1)C1=CC(=C(C(=C1)OC)OC)OC)OC)C1NC2=CC=CC=C2C(N1)=O (2-[3-Methoxy-4-(5-{2-methoxy-5-[3-(3,4,5-trimethoxy-phenyl)-4,5-dihydro-isoxazol-5-yl]-phenoxy}-pentyloxy)-phenyl]-2,3-dihydro-1H-quinazolin-4-one). Isolated yield 78.2%. Reaction SMILES: [CH3:1][O:2][C:3]1[CH:8]=[CH:7][C:6]([CH:9]2[O:13][N:12]=[C:11]([C:14]3[CH:19]=[C:18]([O:20][CH3:21])[C:17]([O:22][CH3:23])=[C:16]([O:24][CH3:25])[CH:15]=3)[CH2:10]2)=[CH:5][C:4]=1[OH:26].C(=O)([O-])[O-].[K+].[K+].Br[CH2:34][CH2:35][CH2:36][CH2:37][CH2:38][O:39][C:40]1[CH:45]=[CH:44][C:43]([CH:46]2[NH:55][C:54](=[O:56])[C:53]3[C:48](=[CH:49][CH:50]=[CH:51][CH:52]=3)[NH:47]2)=[CH:42][C:41]=1[O:57][CH3:58]>CN(C=O)C.C(OCC)(=O)C.CCCCCC>[CH3:58][O:57][C:41]1[CH:42]=[C:43]([CH:46]2[NH:55][C:54](=[O:56])[C:53]3[C:48](=[CH:49][CH:50]=[CH:51][CH:52]=3)[NH:47]2)[CH:44]=[CH:45][C:40]=1[O:39][CH2:38][CH2:37][CH2:36][CH2:35][CH2:34][O:26][C:4]1[CH:5]=[C:6]([CH:9]2[O:13][N:12]=[C:11]([C:14]3[CH:19]=[C:18]([O:20][CH3:21])[C:17]([O:22][CH3:23])=[C:16]([O:24][CH3:25])[CH:15]=3)[CH2:10]2)[CH:7]=[CH:8][C:3]=1[O:2][CH3:1] |f:1.2.3,6.7|. Procedure: 2-Methoxy-5-[3-(3,4,5-trimethoxy-phenyl)-4,5-dihydro-isoxazol-5-yl]phenol (11a) (359.37 mg, 1.0 mmol) in DMF (20 mL) was added anhydrous potassium carbonate (690 mg, 5.0 mmol) and 2-[4-(5-Bromo-pentyloxy)-3-methoxy-phenyl]-2,3-dihydro-1H-quinazolin-4-one (2d) (419.31 mg, 1.0 mmol). The reaction mixture was stirred at a temperature of 30° C. for 30 h and the reaction was monitored by TLC using ethyl acetate-hexane (6:4) as a solvent system. Then to this ice is added and extracted with ethyl aceta... Starting materials: CN, CO, O=c1[nH]cnc2ccc([N+](=O)[O-])c(Cl)c12. Yields the product CNc1c([N+](=O)[O-])ccc2nc[nH]c(=O)c12. Reaction SMILES: [CH3:16][NH2:17].[CH3:18][OH:19].[Cl:1][c:2]1[c:3]2[c:4](=[O:15])[nH:5][cH:6][n:7][c:8]2[cH:9][cH:10][c:11]1[N+:12](=[O:13])[O-:14]>>[c:2]1([NH:17][CH3:16])[c:3]2[c:4](=[O:15])[nH:5][cH:6][n:7][c:8]2[cH:9][cH:10][c:11]1[N+:12](=[O:13])[O-:14]. The reactants are O1C(=CC=C1)C(=O)N1C(CCCCC1)=O (N-(2-furoyl)caprolactam), C1(=CC=CC2=CC=CC=C12)C(=O)O (1-naphthoic acid). Yields the product C1(=CC=CC2=CC=CC=C12)C(=O)N1C(CCCCC1)=O (N-(1-naphthoyl)caprolactam). Reaction SMILES: O1[CH:5]=[CH:4][CH:3]=[C:2]1[C:6]([N:8]1[CH2:14][CH2:13][CH2:12][CH2:11][CH2:10][C:9]1=[O:15])=[O:7].[C:16]1(C(O)=O)[C:25]2[C:20](=CC=CC=2)[CH:19]=[CH:18][CH:17]=1>>[C:2]1([C:6]([N:8]2[CH2:14][CH2:13][CH2:12][CH2:11][CH2:10][C:9]2=[O:15])=[O:7])[C:25]2[C:16](=[CH:17][CH:18]=[CH:19][CH:20]=2)[CH:5]=[CH:4][CH:3]=1. Procedure: Synthesized as for N-(2-furoyl)caprolactam (Example X) using 1-naphthoic acid in place of 2-furoic acid.